describe an organic reaction: reactants, conditions, products, and yield From a dataset of the Open Reaction Database (ORD), a public repository of structured organic reaction records. The reactants are C(C)N(CCOCCC)C1=CC=C(C=C1)C=1C=CC2=C(C=C(CCN2C=O)C(=O)O)C1 (7-[4-[N-ethyl-N-(2-propoxyethyl)amino]phenyl]-1-formyl-2,3-dihydro-1H-1-benzazepine-4-carboxylic acid), CN(C)C=O (DMF), S(=O)(Cl)Cl (thionyl chloride). Reaction conditions: time 8 hour. Product: C(C)N(CCOCCC)C1=CC=C(C=C1)C=1C=CC2=C(C=C(CCN2C=O)C(=O)NC2=CC=C(C=C2)CN(C2CCOCC2)C)C1 (7-[4-[N-ethyl-N-(2-propoxyethyl)amino]phenyl]-1-formyl-N-[4-[[N-methyl-N-(tetrahydro-2H-pyran-4-yl)amino]methyl]phenyl]-2,3-dihydro-1H-1-benzazepine-4-carboxamide). As a reaction SMILES: [CH2:1]([N:3]([C:10]1[CH:15]=[CH:14][C:13]([C:16]2[CH:17]=[CH:18][C:19]3[N:25]([CH:26]=[O:27])[CH2:24][CH2:23][C:22]([C:28]([OH:30])=O)=[CH:21][C:20]=3[CH:31]=2)=[CH:12][CH:11]=1)[CH2:4][CH2:5][O:6][CH2:7][CH2:8][CH3:9])[CH3:2].S(Cl)(Cl)=O.[CH3:36][N:37]([CH:39]=O)[CH3:38]>>[CH2:1]([N:3]([C:10]1[CH:11]=[CH:12][C:13]([C:16]2[CH:17]=[CH:18][C:19]3[N:25]([CH:26]=[O:27])[CH2:24][CH2:23][C:22]([C:28]([NH:3][C:10]4[CH:15]=[CH:14][C:13]([CH2:39][N:37]([CH3:36])[CH:38]5[CH2:8][CH2:7][O:6][CH2:5][CH2:4]5)=[CH:12][CH:11]=4)=[O:30])=[CH:21][C:20]=3[CH:31]=2)=[CH:14][CH:15]=1)[CH2:4][CH2:5][O:6][CH2:7][CH2:8][CH3:9])[CH3:2]. Procedure: In DMF (7 ml) was dissolved 7-[4-[N-ethyl-N-(2-propoxyethyl)amino]phenyl]-1-formyl-2,3-dihydro-1H-1-benzazepine-4-carboxylic acid (0.25 g). To the solution was added, under ice-cooling, thionyl chloride (0.11 ml), and the mixture was stirred at room temperature for 30 minutes. Under reduced pressure, the solvent was evaporated, and the residue was dissolved in THF (25 ml). The solution was added dropwise to a solution of 4-[N-methyl-N-(tetrahydro-2H-pyran-4-yl)aminomethyl]aniline (0.16 g) and tr...